Dataset: the Open Reaction Database (ORD), a public repository of structured organic reaction records. Task: describe an organic reaction: reactants, conditions, products, and yield Reaction SMILES: [CH3:22][OH:23].[NH2:1][CH2:2][C:3]1([N:7]([CH2:8][c:9]2[cH:10][cH:11][cH:12][cH:13][cH:14]2)[CH2:15][c:16]2[cH:17][cH:18][cH:19][cH:20][cH:21]2)[CH2:4][O:5][CH2:6]1>>[NH2:1][CH2:2][C:3]1([NH:7][CH2:8][c:9]2[cH:10][cH:11][cH:12][cH:13][cH:14]2)[CH2:4][O:5][CH2:6]1. Starting materials: CO, NCC1(N(Cc2ccccc2)Cc2ccccc2)COC1. The product is NCC1(NCc2ccccc2)COC1. Yields the product Cc1cc(-c2ccc(Cl)cc2)c(Br)c(=O)[nH]1. The reactants are [Br-], Cc1[nH]c(=O)cc(-c2ccc(Cl)cc2)c1Br, CO, Cc1cc(-c2ccc(Cl)cc2)cc(=O)[nH]1, O=C1CCC(=O)N1Br. Reaction SMILES: [Br-:24].[Br:25][c:26]1[c:27](-[c:28]2[cH:29][cH:30][c:31]([Cl:32])[cH:33][cH:34]2)[cH:35][c:36](=[O:37])[nH:38][c:39]1[CH3:40].[CH3:41][OH:42].[Cl:1][c:2]1[cH:3][cH:4][c:5](-[c:8]2[cH:9][c:10](=[O:15])[nH:11][c:12]([CH3:14])[cH:13]2)[cH:6][cH:7]1.[O:16]=[C:17]1[N:18]([Br:23])[C:19](=[O:20])[CH2:21][CH2:22]1>>[Cl:1][c:2]1[cH:3][cH:4][c:5](-[c:8]2[c:9]([Br:23])[c:10](=[O:15])[nH:11][c:12]([CH3:14])[cH:13]2)[cH:6][cH:7]1.